From a dataset of the Open Reaction Database (ORD), a public repository of structured organic reaction records. describe an organic reaction: reactants, conditions, products, and yield The reactants are O=C([O-])O, CC#N, NNC(=O)N1Cc2ccccc2Oc2ccc(Cl)cc21, O=C(Cl)CCCCCl, [Na+]. Yields the product O=C(CCCCCl)NNC(=O)N1Cc2ccccc2Oc2ccc(Cl)cc21. As a reaction SMILES: [C:21](=[O:22])([OH:23])[O-:24].[CH3:34][C:35]#[N:36].[Cl:1][c:2]1[cH:3][c:4]2[c:5]([cH:19][cH:20]1)[O:6][c:7]1[c:8]([cH:15][cH:16][cH:17][cH:18]1)[CH2:9][N:10]2[C:11](=[O:12])[NH:13][NH2:14].[Cl:26][CH2:27][CH2:28][CH2:29][CH2:30][C:31](=[O:32])[Cl:33].[Na+:25]>>[Cl:1][c:2]1[cH:3][c:4]2[c:5]([cH:19][cH:20]1)[O:6][c:7]1[c:8]([cH:15][cH:16][cH:17][cH:18]1)[CH2:9][N:10]2[C:11](=[O:12])[NH:13][NH:14][C:31]([CH2:30][CH2:29][CH2:28][CH2:27][Cl:26])=[O:32]. Starting materials: C(C)OC(CN1N=CC2=C1CN=C(C1=C2C=CC(=C1)Cl)C1=CC=CC=C1)=O (8-chloro-6-phenyl-3H,4H-pyrazolo[3,4-d][2]benzazepine-3-acetic acid ethyl ester), N (ammonia). Procedure: A mixture of 0.4 g (1.05 mmol) of 8-chloro-6-phenyl-3H,4H-pyrazolo[3,4-d][2]benzazepine-3-acetic acid ethyl ester and 20 ml of methanolic ammonia (ca 20% v/v) was heated in an autoclave on the steam bath overnight. The solvent was evaporated and the residue was purified by chromatography over 15 g of silica gel using 5% (v/v) of ethanol in methylene chloride. Crystallization from ethyl acetate/ether gave colorless crystals with mp 218°-219°. Yields the product ClC1=CC2=C(C3=C(CN=C2C2=CC=CC=C2)N(N=C3)CC(=O)N)C=C1 (8-Chloro-6-phenyl-3H,4H-pyrazolo[3,4-d][2]benzazepine-3-acetamide). RXN SMILES: C([O:3][C:4](=O)[CH2:5][N:6]1[C:10]2[CH2:11][N:12]=[C:13]([C:21]3[CH:26]=[CH:25][CH:24]=[CH:23][CH:22]=3)[C:14]3[CH:19]=[C:18]([Cl:20])[CH:17]=[CH:16][C:15]=3[C:9]=2[CH:8]=[N:7]1)C.[NH3:28]>>[Cl:20][C:18]1[CH:17]=[CH:16][C:15]2[C:9]3[CH:8]=[N:7][N:6]([CH2:5][C:4]([NH2:28])=[O:3])[C:10]=3[CH2:11][N:12]=[C:13]([C:21]3[CH:26]=[CH:25][CH:24]=[CH:23][CH:22]=3)[C:14]=2[CH:19]=1.